Dataset: the Open Reaction Database (ORD), a public repository of structured organic reaction records. Task: describe an organic reaction: reactants, conditions, products, and yield Reactants: IC1=C(C=C(C=C1)OC)CCN(C)C (2-iodo-5-methoxy-N,N-dimethylbenzeneethanamine), C1(=CC=CC=C1)C#C (phenylacetylene). Reagents/catalysts: [Pd](Cl)Cl.C1(=CC=CC=C1)P(C1=CC=CC=C1)C1=CC=CC=C1.C1(=CC=CC=C1)P(C1=CC=CC=C1)C1=CC=CC=C1 (bis(triphenylphosphine) palladium (II) chloride), [Cu]I (Copper (I) iodide). Solvent: C(C)N(CC)CC (triethylamine). Reaction conditions: time 8 hour. The product is COC=1C=CC(=C(C1)CCN(C)C)C#CC1=CC=CC=C1 (5-methoxy-N,N-dimethyl-2-(phenylethynyl)benzeneethanamine). Reaction SMILES: I[C:2]1[CH:7]=[CH:6][C:5]([O:8][CH3:9])=[CH:4][C:3]=1[CH2:10][CH2:11][N:12]([CH3:14])[CH3:13].[C:15]1([C:21]#[CH:22])[CH:20]=[CH:19][CH:18]=[CH:17][CH:16]=1>C(N(CC)CC)C.[Pd](Cl)Cl.C1(P(C2C=CC=CC=2)C2C=CC=CC=2)C=CC=CC=1.C1(P(C2C=CC=CC=2)C2C=CC=CC=2)C=CC=CC=1.[Cu]I>[CH3:9][O:8][C:5]1[CH:6]=[CH:7][C:2]([C:22]#[C:21][C:15]2[CH:20]=[CH:19][CH:18]=[CH:17][CH:16]=2)=[C:3]([CH2:10][CH2:11][N:12]([CH3:14])[CH3:13])[CH:4]=1 |f:3.4.5|. Procedure: To a solution of 1 g (3.3 mmoles) of 2-iodo-5-methoxy-N,N-dimethylbenzeneethanamine and 0.33 g (3.3 mmoles) phenylacetylene in 18 ml dry triethylamine were added, under nitrogen, 23.1 mg bis(triphenylphosphine) palladium (II) chloride and 11.4 mg Copper (I) iodide. The reaction mixture was stirred overnight. The yield by glc using internal standard of 5-methoxy-N,N-dimethyl-2-(phenylethynyl)benzeneethanamine was 91%. RXN SMILES: [Br:1][c:2]1[c:3]([Br:14])[c:4]2[c:5]([nH:13]1)[C:6](=[O:12])[NH:7][CH2:8][CH2:9][C:10]2=[O:11].[CH3:27][CH2:28][OH:29].[ClH:26].[NH:15]([NH2:16])[c:17]1[c:18]([C:19](=[O:20])[OH:21])[cH:22][cH:23][cH:24][cH:25]1>>[Br:1][c:2]1[c:3]([Br:14])[c:4]2[c:5]([nH:13]1)[C:6](=[O:12])[NH:7][CH2:8][CH2:9][C:10]2=[N:16][NH:15][c:17]1[c:18]([C:19](=[O:20])[OH:21])[cH:22][cH:23][cH:24][cH:25]1. Yields the product O=C(O)c1ccccc1NN=C1CCNC(=O)c2[nH]c(Br)c(Br)c21. Reactants: O=C1NCCC(=O)c2c1[nH]c(Br)c2Br, CCO, Cl, NNc1ccccc1C(=O)O. The reactants are O=C(O)CCC(=O)c1ccc(-c2ccc(Br)cc2)cc1, NC1CCCCC1. Product: O=C(O)CCC(O)c1ccc(-c2ccc(Br)cc2)cc1. As a reaction SMILES: [Br:1][c:2]1[cH:3][cH:4][c:5](-[c:8]2[cH:9][cH:10][c:11]([C:14]([CH2:15][CH2:16][C:17](=[O:18])[OH:19])=[O:20])[cH:12][cH:13]2)[cH:6][cH:7]1.[NH2:21][CH:22]1[CH2:23][CH2:24][CH2:25][CH2:26][CH2:27]1>>[Br:1][c:2]1[cH:3][cH:4][c:5](-[c:8]2[cH:9][cH:10][c:11]([CH:14]([CH2:15][CH2:16][C:17](=[O:18])[OH:19])[OH:20])[cH:12][cH:13]2)[cH:6][cH:7]1. The reactants are ClC1=C(C=C(C=C1)C(C(CC(=O)C1=CC=C(C=C1)OCCN(C)C)C1=CC=NC=C1)=O)OC (1-(4-Chloro3methoxy-phenyl)4-[4-(2-dimethylaminoethoxy)phenyl]-2-pyridin-4yl-butane-1,4-dione), O=P12OP3(=O)OP(=O)(O1)OP(=O)(O2)O3 (phosphorus pentoxide), C(O)([O-])=O.[Na+] (sodium hydrogen carbonate). Run in CS(=O)(=O)O (methane sulphonic acid). Run at time 1 hour. The product is ClC1=C(C=C(C=C1)C1=C(C=C(O1)C1=CC=C(OCCN(C)C)C=C1)C1=CC=NC=C1)OC ((2-{4-[5-(4-Chloro-3-methoxy-phenyl)-4-pyridin-4-yl-furan-2-yl]-phenoxy}-ethyl)-dimethyl-amine). Isolated yield 92.8%. Reaction SMILES: [Cl:1][C:2]1[CH:7]=[CH:6][C:5]([C:8](=O)[CH:9]([C:25]2[CH:30]=[CH:29][N:28]=[CH:27][CH:26]=2)[CH2:10][C:11]([C:13]2[CH:18]=[CH:17][C:16]([O:19][CH2:20][CH2:21][N:22]([CH3:24])[CH3:23])=[CH:15][CH:14]=2)=[O:12])=[CH:4][C:3]=1[O:32][CH3:33].O=P12OP3(OP(OP(O3)(O1)=O)(=O)O2)=O.C(=O)([O-])O.[Na+]>CS(O)(=O)=O>[Cl:1][C:2]1[CH:7]=[CH:6][C:5]([C:8]2[O:12][C:11]([C:13]3[CH:18]=[CH:17][C:16]([O:19][CH2:20][CH2:21][N:22]([CH3:23])[CH3:24])=[CH:15][CH:14]=3)=[CH:10][C:9]=2[C:25]2[CH:30]=[CH:29][N:28]=[CH:27][CH:26]=2)=[CH:4][C:3]=1[O:32][CH3:33] |f:2.3|. Procedure details: The product of Example 1 Step 2 (450 mg, 0.96 mmol) was added to a stirred suspension of phosphorus pentoxide (400 mg) in dry methane sulphonic acid (4ml). After stirring at room temperature for 1 hour, the reaction mixture was cautiously poured into a stirred solution of saturated aqueous sodium hydrogen carbonate. The mixture was extracted with ethyl acetate and the organic phase washed with water and brine, dried and concentrated in vacuo to give the title compound (400 mg, 93%); MS(ES+) m/e ... The reactants are CS(=O)(=O)NC1=C(C=CC=C1)CCN(C([C@@H](CC1=CC2=CC=CC=C2C=C1)NC)=O)C ((2R)-N-(2-(2-(methylsulfonylamino)phenyl)ethyl)-N-methyl-2-(methylamino)-3-(2-naphthyl)propionamide), C(C)N(C(C)C)C(C)C (ethyldiisopropylamine), C(C)(C)(C)OC(=O)NC(C/C=C/C(=O)O)(C)C ((2E)-5-(tert-butoxycarbonylamino)-5-methylhex-2-enoic acid), ON1N=NC2=C1N=CC=C2 (1-hydroxy-7-azabenzotriazole), Cl.CN(CCCN=C=NCC)C (N-(3-Dimethylaminopropyl)-N'-ethylcarbodiimide hydrochloride). The solvent is ClCCl (dichloromethane), CN(C=O)C (N,N-dimethylformamide), ClCCl (dichloromethane), C(C)(=O)OCC (ethyl acetate). Reaction conditions: temperature 0 celsius, time 15 minute. Product: C(C)(C)(C)OC(NC(C\C=C\C(N(C)[C@H](CC1=CC2=CC=CC=C2C=C1)C(N(C)CCC1=C(C=CC=C1)NS(=O)(=O)C)=O)=O)(C)C)=O (((3E)-4-(N-((1R)-1-(N-(2-(2-(methylsulfonylamino)phenyl)ethyl)-N-methylcarbamoyl)-2-(2-naphthyl)ethyl)-N-methylcarbamoyl)-1,1-dimethylbut-3-enyl)carbamic acid tert-butyl ester). Yield: 74.8%. As a reaction SMILES: [C:1]([O:5][C:6]([NH:8][C:9]([CH3:17])([CH3:16])[CH2:10]/[CH:11]=[CH:12]/[C:13]([OH:15])=O)=[O:7])([CH3:4])([CH3:3])[CH3:2].ON1C2N=CC=CC=2N=N1.Cl.CN(C)CCCN=C=NCC.[CH3:40][S:41]([NH:44][C:45]1[CH:50]=[CH:49][CH:48]=[CH:47][C:46]=1[CH2:51][CH2:52][N:53]([CH3:70])[C:54](=[O:69])[C@H:55]([NH:67][CH3:68])[CH2:56][C:57]1[CH:66]=[CH:65][C:64]2[C:59](=[CH:60][CH:61]=[CH:62][CH:63]=2)[CH:58]=1)(=[O:43])=[O:42].C(N(C(C)C)C(C)C)C>CN(C)C=O.ClCCl.C(OCC)(=O)C>[C:1]([O:5][C:6](=[O:7])[NH:8][C:9]([CH3:17])([CH3:16])[CH2:10]/[CH:11]=[CH:12]/[C:13](=[O:15])[N:67]([C@@H:55]([C:54](=[O:69])[N:53]([CH2:52][CH2:51][C:46]1[CH:47]=[CH:48][CH:49]=[CH:50][C:45]=1[NH:44][S:41]([CH3:40])(=[O:43])=[O:42])[CH3:70])[CH2:56][C:57]1[CH:66]=[CH:65][C:64]2[C:59](=[CH:60][CH:61]=[CH:62][CH:63]=2)[CH:58]=1)[CH3:68])([CH3:2])([CH3:3])[CH3:4] |f:2.3|. Procedure details: A solution of (2E)-5-(tert-butoxycarbonylamino)-5-methylhex-2-enoic acid (86 mg, 0.35 mmol) and 1-hydroxy-7-azabenzotriazole (48 mg, 0.35 mmol) in N,N-dimethylformamide (1.5 ml) and dichloromethane (1.8 ml) was cooled to 0° C. N-(3-Dimethylaminopropyl)-N'-ethylcarbodiimide hydrochloride (68 mg, 0.35 mmol) was added. The reaction mixture was stirred for 15 min at 0° C. A solution of (2R)-N-(2-(2-(methylsulfonylamino)phenyl)ethyl)-N-methyl-2-(methylamino)-3-(2-naphthyl)propionamide (155 mg, 0.35 m...